Dataset: the Open Reaction Database (ORD), a public repository of structured organic reaction records. Task: describe an organic reaction: reactants, conditions, products, and yield Reactants: CC(=O)OI1(C=2C=CC=CC2C(=O)O1)(OC(=O)C)OC(=O)C (Dess-Martin reagent), C(C)OC(C)OC1CC(=O)OC(C(/C=C/C(C(CC1)(C)OC(C)OCC)O)C)\C(=C\C=C\C(CC1C(C(C(CC)OC(C)OCC)C)O1)C)\C ((8E,12E,14E)-3,6,21-tri(1-ethoxyethoxy)-7-hydroxy-6,10,12,16,20-pentamethyl-18,19-epoxytricosa-8,12,14-trien-11-olide), C1(=CC=C(C=C1)S(=O)(=O)[O-])C.[NH+]1=CC=CC=C1 (pyridinium p-toluenesulfonate), S(=S)(=O)([O-])[O-].[Na+].[Na+] (sodium thiosulfate). The solvent is C(Cl)(Cl)Cl (chloroform), C(C)(=O)OCC (ethyl acetate), C(Cl)(Cl)Cl (chloroform). Reaction conditions: time 3 hour. The product is OC1CC(=O)OC(C(/C=C/C(C(CC1)(C)O)=O)C)\C(=C\C=C\C(CC1C(C(C(CC)O)C)O1)C)\C ((8E,12E,14E)-3,6,21-Trihydroxy-7-oxo-6,10,12,16,20-pentamethyl-18,19-epoxytricosa-8,12,14-trien-11-olide). The yield is 1.6%. Reaction SMILES: C(OC([O:6][CH:7]1[CH2:19][CH2:18][C:17]([O:21]C(OCC)C)([CH3:20])[CH:16]([OH:27])[CH:15]=[CH:14][CH:13]([CH3:28])[CH:12](/[C:29](/[CH3:50])=[CH:30]/[CH:31]=[CH:32]/[CH:33]([CH3:49])[CH2:34][CH:35]2[O:48][CH:36]2[CH:37]([CH3:47])[CH:38]([O:41]C(OCC)C)[CH2:39][CH3:40])[O:11][C:9](=[O:10])[CH2:8]1)C)C.CC(OI1(OC(C)=O)(OC(C)=O)OC(=O)C2C=CC=CC1=2)=O.S([O-])([O-])(=O)=S.[Na+].[Na+].C1(C)C=CC(S([O-])(=O)=O)=CC=1.[NH+]1C=CC=CC=1>C(Cl)(Cl)Cl.C(OCC)(=O)C>[OH:6][CH:7]1[CH2:19][CH2:18][C:17]([OH:21])([CH3:20])[C:16](=[O:27])[CH:15]=[CH:14][CH:13]([CH3:28])[CH:12](/[C:29](/[CH3:50])=[CH:30]/[CH:31]=[CH:32]/[CH:33]([CH3:49])[CH2:34][CH:35]2[O:48][CH:36]2[CH:37]([CH3:47])[CH:38]([OH:41])[CH2:39][CH3:40])[O:11][C:9](=[O:10])[CH2:8]1 |f:2.3.4,5.6|. Procedure details: A solution of (8E,12E,14E)-3,6,21-tri(1-ethoxyethoxy)-7-hydroxy-6,10,12,16,20-pentamethyl-18,19-epoxytricosa-8,12,14-trien-11-olide (10 mg, 14 μmol) obtained in Example B39 in chloroform (0.5 mL) was added to a suspension of Dess-Martin reagent (60 mg, 140 μmol) in chloroform (2 mL), followed by stirring at room temperature for 3 hours. The reaction mixture was poured into a sodium thiosulfate aqueous solution, and the mixture was vigorously stirred. Then, ethyl acetate was added thereto, and th...